This data is from the Open Reaction Database (ORD), a public repository of structured organic reaction records. The task is: describe an organic reaction: reactants, conditions, products, and yield Reactants: ClC1=CC=C(C(=O)NC(C(=O)OC)CC2(C(NC3=CC=CC=C23)=O)C)C=C1 (methyl 2-(4-chlorobenzoylamino)-3-(3-methyloxindol-3-yl)propionate), Cl (hydrochloric acid). Product: ClC1=CC=C(C(=O)NC(C(=O)O)CC2(C(NC3=CC=CC=C23)=O)C)C=C1 (2-(4-chlorobenzoylamino)-3-(3-methyloxindol-3-yl)propionic acid). RXN SMILES: [Cl:1][C:2]1[CH:27]=[CH:26][C:5]([C:6]([NH:8][CH:9]([CH2:14][C:15]2([CH3:25])[C:23]3[C:18](=[CH:19][CH:20]=[CH:21][CH:22]=3)[NH:17][C:16]2=[O:24])[C:10]([O:12]C)=[O:11])=[O:7])=[CH:4][CH:3]=1.Cl>>[Cl:1][C:2]1[CH:3]=[CH:4][C:5]([C:6]([NH:8][CH:9]([CH2:14][C:15]2([CH3:25])[C:23]3[C:18](=[CH:19][CH:20]=[CH:21][CH:22]=3)[NH:17][C:16]2=[O:24])[C:10]([OH:12])=[O:11])=[O:7])=[CH:26][CH:27]=1. Procedure details: 2.9 Grams of methyl 2-(4-chlorobenzoylamino)-3-(3-methyloxindol-3-yl)propionate prepared in Example 48 was added to 10 ml of 10%-hydrochloric acid and the mixture was refluxed for 3 hours. After cooling, the reaction mixture was extracted with chloroform, the extract was washed with water and dried with anhydrous magnesium sulfate. The solvent was removed by evaporation, the residue was dissolved in a saturated sodium bicarbonate aqueous solution, then the resulting solution was filtered with Ce... The reactants are Cl (HCl), C(C)(C)(C)N(C(C(=O)OCC)=O)CCCOCC#CC1=CN=CS1 (ethyl 2-(tert-butyl(3-(3-(thiazol-5-yl)prop-2-ynyloxy)propyl)amino)-2-oxoacetate), [OH-].[K+] (KOH). The solvent is O (water), O1CCOCC1 (dioxane), O (water). Run at temperature 55 celsius, time 1 hour. The product is C(C)(C)(C)N(C(C(=O)O)=O)CCCOCC#CC1=CN=CS1 (2-(tert-butyl(3-(3-(thiazol-5-yl)prop-2-ynyloxy)propyl)amino)-2-oxoacetic acid). RXN SMILES: [C:1]([N:5]([CH2:13][CH2:14][CH2:15][O:16][CH2:17][C:18]#[C:19][C:20]1[S:24][CH:23]=[N:22][CH:21]=1)[C:6](=[O:12])[C:7]([O:9]CC)=[O:8])([CH3:4])([CH3:3])[CH3:2].[OH-].[K+].Cl>O1CCOCC1.O>[C:1]([N:5]([CH2:13][CH2:14][CH2:15][O:16][CH2:17][C:18]#[C:19][C:20]1[S:24][CH:23]=[N:22][CH:21]=1)[C:6](=[O:12])[C:7]([OH:9])=[O:8])([CH3:4])([CH3:2])[CH3:3] |f:1.2|. Procedure details: A solution of 272 mg of 8a in 3 ml of dioxane was mixed with 170 mg of KOH in 1.5 ml of water. The mixture was stirred for 1 h at 55° C. after which all starting material had disappeared, as judged by TLC analysis. The reaction mixture was cooled, diluted with 10 ml of water and acidified to pH3 by addition of cold 0.5N HCl. The product was extracted with ethyl acetate. The combined organic layers were washed once with water, dried and concentrated. The product 8b, 210 mg, thus obtained was used... Reaction SMILES: CO[C:3]([C:5]1[C:9]([CH3:10])=[CH:8][N:7]([C:11]2[N:16]=[CH:15][CH:14]=[CH:13][N:12]=2)[CH:6]=1)=[O:4].[NH2:17][C:18]([NH2:20])=[NH:19]>CN1C(=O)CCC1.O>[CH3:10][C:9]1[C:5]([C:3]([NH:19][C:18]([NH2:20])=[NH:17])=[O:4])=[CH:6][N:7]([C:11]2[N:16]=[CH:15][CH:14]=[CH:13][N:12]=2)[CH:8]=1. The reactants are COC(=O)C1=CN(C=C1C)C1=NC=CC=N1 (4-methyl-1-pyrimidin-2-yl-1H-pyrrole-3-carboxylic acid methyl ester), NC(=N)N (guanidine). Procedure: 250 mg 4-methyl-1-pyrimidin-2-yl-1H-pyrrole-3-carboxylic acid methyl ester was dissolved in 0.3 mL of NMP. After addition of 1 g guanidine (preparation according to known literature) the mixture was heated under argon for 1 h to 90° C. Completion of the reaction was checked by LCMS. The mixture was cooled to room temperature and then diluted with water, followed by extraction with ethyl acetate. The organic layer was washed with water (twice), dried over anhydrous sodium sulfate. After filtratio... Product: CC=1C(=CN(C1)C1=NC=CC=N1)C(=O)NC(=N)N (N-(4-methyl-1-pyrimidin-2-yl-1H-pyrrole-3-carbonyl)-guanidine). The yield is 53.4%. Run in CN1CCCC1=O (NMP), O (water). The product is O=CCc1ccc2c(c1)NC(=O)CC2. As a reaction SMILES: [CH2:23]1[O:24][CH2:25][CH2:26][CH2:27]1.[CH3:1][O:2][CH:3]=[CH:4][c:5]1[cH:6][cH:7][c:8]2[c:13]([cH:14]1)[NH:12][C:11](=[O:15])[CH2:10][CH2:9]2.[ClH:16].[K+:17].[K+:18].[O-:19][C:20]([O-:21])=[O:22]>>[O:2]=[CH:3][CH2:4][c:5]1[cH:6][cH:7][c:8]2[c:13]([cH:14]1)[NH:12][C:11](=[O:15])[CH2:10][CH2:9]2. Starting materials: C1CCOC1, COC=Cc1ccc2c(c1)NC(=O)CC2, Cl, [K+], [K+], O=C([O-])[O-]. The reactants are P(=O)([O-])([O-])[O-] (phosphate), C(C)(=O)OCC=1CS[C@H]2N(C1C(=O)O)C([C@H]2NC(C(C2=CC=CC=C2)=NO)=O)=O (3-acetoxymethyl-7β-(2-hydroxyimino-2-phenylacetamido)ceph-3-em-4-carboxylic acid), C([O-])(O)=O.[Na+] (sodium bicarbonate), β-lactam, [OH-].[Na+] (sodium hydroxide), amide. The solvent is CC(=O)C (acetone), O (water). Product: [Na+].ON=C(C(=O)N[C@H]1[C@@H]2N(C(=C(CS2)CO)C(=O)[O-])C1=O)C1=CC=CC=C1 (7β-(2-Hydroxyimino-2-phenylacetamido)-3-hydroxymethylceph-3-em-4-carboxylic acid sodium salt). Procedure details: To 3-acetoxymethyl-7β-(2-hydroxyimino-2-phenylacetamido)ceph-3-em-4-carboxylic acid (syn-isomer) (5.0 g) was added sufficient saturated sodium bicarbonate solution to bring the pH to 7.0, during which time solution occurred. To this solution was added water (300 ml.) and defatted wheat germ (35 g.), and the suspension stirred vigorously whilst the pH was maintained at between 6.7 and 6.9 by frequent additions of 2 N-sodium hydroxide. After addition of ca. 6 ml, the pH remained constant at 6.9. T... RXN SMILES: C([O:4][CH2:5][C:6]1[CH2:7][S:8][C@@H:9]2[C@H:16]([NH:17][C:18](=[O:28])[C:19](=[N:26][OH:27])[C:20]3[CH:25]=[CH:24][CH:23]=[CH:22][CH:21]=3)[C:15](=[O:29])[N:10]2[C:11]=1[C:12]([OH:14])=[O:13])(=O)C.C(=O)(O)[O-].[Na+:34].[OH-].[Na+].P([O-])([O-])([O-])=O>CC(C)=O.O>[Na+:34].[OH:27][N:26]=[C:19]([C:20]1[CH:25]=[CH:24][CH:23]=[CH:22][CH:21]=1)[C:18]([NH:17][C@@H:16]1[C:15](=[O:29])[N:10]2[C:11]([C:12]([O-:14])=[O:13])=[C:6]([CH2:5][OH:4])[CH2:7][S:8][C@H:9]12)=[O:28] |f:1.2,3.4,8.9|. Starting materials: CC(=O)O, CC(=O)[O-], CCOC(C)=O, O=Cc1ccc(OCc2ccc(F)cn2)cc1F, C[N+](=O)[O-], [NH4+], O. Product: O=[N+]([O-])C=Cc1ccc(OCc2ccc(F)cn2)cc1F. RXN SMILES: [CH3:1][C:2](=[O:3])[OH:4].[CH3:28][C:29](=[O:30])[O-:31].[CH3:32][CH2:33][O:34][C:35](=[O:36])[CH3:37].[F:5][c:6]1[c:7]([CH:8]=[O:9])[cH:10][cH:11][c:12]([O:14][CH2:15][c:16]2[n:17][cH:18][c:19]([F:22])[cH:20][cH:21]2)[cH:13]1.[N+:23](=[O:24])([O-:25])[CH3:26].[NH4+:27].[OH2:38]>>[F:5][c:6]1[c:7]([CH:8]=[CH:26][N+:23](=[O:24])[O-:25])[cH:10][cH:11][c:12]([O:14][CH2:15][c:16]2[n:17][cH:18][c:19]([F:22])[cH:20][cH:21]2)[cH:13]1. Starting materials: C(C)(C)(C)OC(=O)C1=C(C(=C(C=C1)CC(C=1C(=NC=CC1I)OC)OC(C(F)(F)F)=O)[N+](=O)[O-])N (trifluoro-acetic acid 2-(4-tert-butoxycarbonyl-amino-2-nitro-phenyl)-1-(4-iodo-2-methoxy-pyridin-3-yl)-ethyl ester), 8-diazabicyclo[5.4.0]undec-7-ene, O (water). Run in C1CCOC1 (THF). Reaction conditions: temperature 70 celsius, time 3 hour. Product: hexanes ethyl acetate, C(C)(C)(C)OC(NC1=CC(=C(C=C1)\C=C\C=1C(=NC=CC1I)OC)[N+](=O)[O-])=O ({4-[(E)-2-(4-iodo-2-methoxy-pyridin-3-yl)-vinyl]-3-nitro-phenyl}-carbamic acid tert-butyl ester). Yield: 55.0%. RXN SMILES: C(OC([C:8]1[CH:13]=[CH:12][C:11]([CH2:14][CH:15](OC(=O)C(F)(F)F)[C:16]2[C:17]([O:23][CH3:24])=[N:18][CH:19]=[CH:20][C:21]=2[I:22])=[C:10]([N+:32]([O-:34])=[O:33])[C:9]=1N)=O)(C)(C)C.[OH2:36]>C1COCC1>[C:11]([O:36][C:17](=[O:23])[NH:18][C:8]1[CH:13]=[CH:12][C:11](/[CH:14]=[CH:15]/[C:16]2[C:17]([O:23][CH3:24])=[N:18][CH:19]=[CH:20][C:21]=2[I:22])=[C:10]([N+:32]([O-:34])=[O:33])[CH:9]=1)([CH3:14])([CH3:12])[CH3:10]. Reported procedure: A solution of crude trifluoro-acetic acid 2-(4-tert-butoxycarbonyl-amino-2-nitro-phenyl)-1-(4-iodo-2-methoxy-pyridin-3-yl)-ethyl ester (crude 1.88 g, 3.08 mmol) in THF (10 mL) was added 8-diazabicyclo[5.4.0]undec-7-ene (1.33 g, 8.74 mmol) at 25° C. The reaction was allowed to stir at 70° C. for 3 hours. The reaction mixture was cooled to 25° C., and poured into water. The aqueous phase was extracted three times with ethyl acetate. The combined organic layers were washed with brine and dried over...